describe an organic reaction: reactants, conditions, products, and yield From a dataset of the Open Reaction Database (ORD), a public repository of structured organic reaction records. Starting materials: COC1=C(C=C(C=C1)C(F)(F)F)N=C=O (2-Methoxy-5-trifluoromethylphenyl isocyanate), C(C)#N (acetonitrile), FC1=C(N)C=CC=C1 (2-fluoroaniline). Reaction conditions: temperature 82 celsius. The product is FC1=C(C=CC=C1)N(C(=O)N)C1=C(C=CC(=C1)C(F)(F)F)OC (N-(2-fluorophenyl)-N-[2-methoxy-5-(trifluoromethyl)phenyl]urea). As a reaction SMILES: [CH3:1][O:2][C:3]1[CH:8]=[CH:7][C:6]([C:9]([F:12])([F:11])[F:10])=[CH:5][C:4]=1[N:13]=[C:14]=[O:15].[F:16][C:17]1[CH:23]=[CH:22][CH:21]=[CH:20][C:18]=1N.C(#[N:26])C>>[F:16][C:17]1[CH:23]=[CH:22][CH:21]=[CH:20][C:18]=1[N:13]([C:4]1[CH:5]=[C:6]([C:9]([F:12])([F:11])[F:10])[CH:7]=[CH:8][C:3]=1[O:2][CH3:1])[C:14]([NH2:26])=[O:15]. Reported procedure: 2-Methoxy-5-trifluoromethylphenyl isocyanate (1057.8 g) is dissolved in acetonitrile (4240 ml), then 2-fluoroaniline (540.8 g) is added thereto and the mixture is rinsed in with acetonitrile (50 ml). The resulting clear solution is stirred under reflux (ca. 82° C.) for 4 h, then seeded at ca. 78° C. and stirred for ca. 15 min. The suspension is cooled to 0° C., and the product is filtered off with suction and washed with acetonitrile (950 ml, cooled to 0-5° C.). The product is dried overnight at...